Dataset: the Open Reaction Database (ORD), a public repository of structured organic reaction records. Task: describe an organic reaction: reactants, conditions, products, and yield The reactants are Cl (hydrochloric acid), [H-].[Na+] (sodium hydride), CC1=C(C=CC(=C1)[N+](=O)[O-])F (2-Methyl-4-nitrofluorobenzene), C(#N)CC(=O)OCC (ethyl cyanoacetate). The solvent is CS(=O)C (dimethyl sulfoxide). Run at time 2 hour. Yields the product CC1=C(C=CC(=C1)[N+](=O)[O-])C(C(=O)OCC)C#N (ethyl (2-methyl-4-nitrophenyl)cyanoacetate). RXN SMILES: [H-].[Na+].[C:3]([CH2:5][C:6]([O:8][CH2:9][CH3:10])=[O:7])#[N:4].[CH3:11][C:12]1[CH:17]=[C:16]([N+:18]([O-:20])=[O:19])[CH:15]=[CH:14][C:13]=1F.Cl>CS(C)=O>[CH3:11][C:12]1[CH:17]=[C:16]([N+:18]([O-:20])=[O:19])[CH:15]=[CH:14][C:13]=1[CH:5]([C:3]#[N:4])[C:6]([O:8][CH2:9][CH3:10])=[O:7] |f:0.1|. Reported procedure: To a suspension of sodium hydride (60% oil dispersion, 6.13 g) in dimethyl sulfoxide (100 mL) was added ethyl cyanoacetate (18.0 g) at 0° C., and the mixture was stirred at room temperature for 2 hours. 2-Methyl-4-nitrofluorobenzene (9.15 g) was added to the mixture, and the resulting solution was stirred at room temperature for 12 hours. After quenching the reaction by the addition of 6 N hydrochloric acid at 0° C., and the mixture was extracted with ether. The ethereal solution was washed with... The reactants are CC(=O)[O-], CC(=O)[O-], CC(=O)[O-], CC(=O)[O-], CC1(C)CC(NC(CO)c2ccccc2)c2ccccc21, CO, Cl, [Pb+4]. The product is CC1(C)CC(N)c2ccccc21. RXN SMILES: [C:22]([O-:23])(=[O:24])[CH3:25].[C:26]([O-:27])(=[O:28])[CH3:29].[C:30]([O-:31])(=[O:32])[CH3:33].[C:34]([O-:35])(=[O:36])[CH3:37].[CH3:1][C:2]1([CH3:21])[CH2:3][CH:4]([NH:11][CH:12]([c:13]2[cH:14][cH:15][cH:16][cH:17][cH:18]2)[CH2:19][OH:20])[c:5]2[cH:6][cH:7][cH:8][cH:9][c:10]21.[CH3:40][OH:41].[ClH:39].[Pb+4:38]>>[CH3:1][C:2]1([CH3:21])[CH2:3][CH:4]([NH2:11])[c:5]2[cH:6][cH:7][cH:8][cH:9][c:10]21. Reactants: C1(=CC=C(C=C1)S(=O)(=O)[O-])C.[NH+]1=CC=CC=C1 (pyridinium p-toluenesulfonate), COC1(CCOCC1)C#CCOC1OCCCC1 (4-methoxy-4-[3-(tetrahydropyran-2-yloxy)-prop-1-ynyl]tetrahydropyran). Solvent: CO (methanol). Reaction conditions: time 17 hour. The product is COC1(CCOCC1)C#CCO (4-methoxy-4-(3-hydroxyprop-1-ynyl)tetrahydropyran). Yield: 47.6%. Reaction SMILES: [CH3:1][O:2][C:3]1([C:9]#[C:10][CH2:11][O:12]C2CCCCO2)[CH2:8][CH2:7][O:6][CH2:5][CH2:4]1.C1(C)C=CC(S([O-])(=O)=O)=CC=1.[NH+]1C=CC=CC=1>CO>[CH3:1][O:2][C:3]1([C:9]#[C:10][CH2:11][OH:12])[CH2:8][CH2:7][O:6][CH2:5][CH2:4]1 |f:1.2|. Reported procedure: To a solution of 4-methoxy-4-[3-(tetrahydropyran-2-yloxy)-prop-1-ynyl]tetrahydropyran (3.8 g, 14.8 mmol), prepared as in step 2, in methanol (50 mL), was added a catalytic amount of pyridinium p-toluenesulfonate (PPTS). The resulting yellow solution was stirred under nitrogen for 17 hours at ambient temperature. The volatiles were removed in vacuo and the residue was dissolved in ethyl acetate and treated with saturated aqueous NH4Cl. The organic layer was dried over MgSO4, filtered, and concent... Reactants: C(C)(=O)[O-].[Na+] (sodium acetate), C(C)(C)N(CCN1C(=O)C(=O)C2=CC=CC=C12)C(C)C (1-(2-diisopropylaminoethyl)isatin), Cl.C1(CCCCC1)NC(NN)=O (4-cyclohexylsemicarbazide hydrochloride), C(C)O (ethanol). Solvent: mixture, O (water). Conditions: time 17 hour. The product is C1(CCCCC1)NC(N\N=C/1\C(N(C2=CC=CC=C12)CCN(C(C)C)C(C)C)=O)=O ((E)-1-(2-diisopropylaminoethyl)isatin 3-(4-cyclohexylsemicarbazone)). Isolated yield 72.2%. As a reaction SMILES: [CH:1]([N:4]([CH:18]([CH3:20])[CH3:19])[CH2:5][CH2:6][N:7]1[C:17]2[C:12](=[CH:13][CH:14]=[CH:15][CH:16]=2)[C:10](=O)[C:8]1=[O:9])([CH3:3])[CH3:2].Cl.[CH:22]1([NH:28][C:29](=[O:32])[NH:30][NH2:31])[CH2:27][CH2:26][CH2:25][CH2:24][CH2:23]1.C(O)C.C([O-])(=O)C.[Na+]>O>[CH:22]1([NH:28][C:29](=[O:32])[NH:30]/[N:31]=[C:10]2/[C:8](=[O:9])[N:7]([CH2:6][CH2:5][N:4]([CH:18]([CH3:20])[CH3:19])[CH:1]([CH3:3])[CH3:2])[C:17]3[C:12]/2=[CH:13][CH:14]=[CH:15][CH:16]=3)[CH2:23][CH2:24][CH2:25][CH2:26][CH2:27]1 |f:1.2,4.5|. Procedure: To a suspension of 0.91 g of 1-(2-diisopropylaminoethyl)isatin and 1.00 g of 4-cyclohexylsemicarbazide hydrochloride in 17 ml of a mixture of ethanol and water (2:1) was added 0.42 g of sodium acetate, and the mixture was stirred for 17 hours at room temperature. The reaction mixture was concentrated under reduced pressure, and an aqueous sodium bicarbonate solution was added to the residue. The precipitates were collected by filtration, washed with water, and recrystallized from aqueous ethanol...